This data is from the Open Reaction Database (ORD), a public repository of structured organic reaction records. The task is: describe an organic reaction: reactants, conditions, products, and yield Reactants: BrC1=NC(=C2C=CC(N(C2=C1)C1=C(C=CC=C1Cl)Cl)=O)C1=C(C=CC=C1)Cl (7-bromo-5-(2-chlorophenyl)-1-(2,6-dichlorophenyl)-1,6-naphthyridin-2(1H)-one), [H-].[Na+] (NaH), CN1[C@@H]2CC[C@H]1C[C@@H](C2)O (pseudotropine), BrC1=C2CN(C(N(C2=CC(=C1)CO)C1=C(C=CC=C1Cl)Cl)=O)CC1=CC=C(C=C1)OC (5-bromo-1-(2,6-dichlorophenyl)-7-(hydroxymethyl)-3-(4-methoxybenzyl)-3,4-dihydroquinazolin-2(1H)-one). Product: ClC1=C(C=CC=C1)C1=C2C=CC(N(C2=CC(=N1)OC1CC2CCC(C1)N2C)C2=C(C=CC=C2Cl)Cl)=O (5-(2-Chlorophenyl)-1-(2,6-dichlorophenyl)-7-[(8-methyl-8-azabicyclo[3.2.1]oct-3-yl)oxy]-1,6-naphthyridin-2(1H)-one). As a reaction SMILES: Br[C:2]1[CH:11]=[C:10]2[C:5]([CH:6]=[CH:7][C:8](=[O:20])[N:9]2[C:12]2[C:17]([Cl:18])=[CH:16][CH:15]=[CH:14][C:13]=2[Cl:19])=[C:4]([C:21]2[CH:26]=[CH:25][CH:24]=[CH:23][C:22]=2[Cl:27])[N:3]=1.[CH3:28][N:29]1[C@@H:33]2[CH2:34][C@H:35]([OH:37])[CH2:36][C@H:30]1[CH2:31][CH2:32]2.BrC1C=C(CO)C=C2C=1CN(CC1C=CC(OC)=CC=1)C(=O)N2C1C(Cl)=CC=CC=1Cl.[H-].[Na+]>>[Cl:27][C:22]1[CH:23]=[CH:24][CH:25]=[CH:26][C:21]=1[C:4]1[N:3]=[C:2]([O:37][CH:35]2[CH2:34][CH:33]3[N:29]([CH3:28])[CH:30]([CH2:31][CH2:32]3)[CH2:36]2)[CH:11]=[C:10]2[C:5]=1[CH:6]=[CH:7][C:8](=[O:20])[N:9]2[C:12]1[C:17]([Cl:18])=[CH:16][CH:15]=[CH:14][C:13]=1[Cl:19] |f:3.4|. Procedure: The title compound was prepared from 100 mg of 7-bromo-5-(2-chlorophenyl)-1-(2,6-dichlorophenyl)-1,6-naphthyridin-2(1H)-one (COMPOUND HHH2), 147 mg of a ca. 1.4:1 mixture of pseudotropine and tropine (EXAMPLE HHH9, Step A), and 25 mg of NaH by a procedure analogous to that described in COMPOUND HHH6.